This data is from the Open Reaction Database (ORD), a public repository of structured organic reaction records. The task is: describe an organic reaction: reactants, conditions, products, and yield Reaction SMILES: [C:1]1([C:7]2[C:11]([C:12]3[CH:17]=[CH:16][CH:15]=[CH:14][CH:13]=3)=[C:10]([C:18]3[CH:23]=[CH:22][CH:21]=[CH:20][CH:19]=3)[N:9]([CH2:24][CH2:25][CH2:26][CH2:27][CH2:28][CH2:29][S:30]([CH2:33][C:34]([O:36]C)=[O:35])(=[O:32])=[O:31])[N:8]=2)[CH:6]=[CH:5][CH:4]=[CH:3][CH:2]=1.[OH-].[Na+]>CO>[C:1]1([C:7]2[C:11]([C:12]3[CH:13]=[CH:14][CH:15]=[CH:16][CH:17]=3)=[C:10]([C:18]3[CH:19]=[CH:20][CH:21]=[CH:22][CH:23]=3)[N:9]([CH2:24][CH2:25][CH2:26][CH2:27][CH2:28][CH2:29][S:30]([CH2:33][C:34]([OH:36])=[O:35])(=[O:32])=[O:31])[N:8]=2)[CH:2]=[CH:3][CH:4]=[CH:5][CH:6]=1 |f:1.2|. The yield is 79.6%. Reported procedure: A mixture of methyl [[6-(3,4,5-triphenyl-lH-pyrazol-1-yl)hexyl]sulfonyl]acetate (0.94 g, 2 mmol), 3 N sodium hydroxide solution (2.43 mL, 7 mmol) and methanol (100 mL) was heated at reflux. After 20 minutes, the methanol was removed in vacu. the residue acidified with IN HCl and extracted with dichloromethane. The organic phase was washed with saturated sodium chloride solution, dried over sodium sulfate and concentrated to give a foam. Recrystallization from a mixture of dichloromethane and hex... Reactants: C1(=CC=CC=C1)C1=NN(C(=C1C1=CC=CC=C1)C1=CC=CC=C1)CCCCCCS(=O)(=O)CC(=O)OC (methyl [[6-(3,4,5-triphenyl-lH-pyrazol-1-yl)hexyl]sulfonyl]acetate), [OH-].[Na+] (sodium hydroxide). Solvent: CO (methanol). Run at time 20 minute. Product: C1(=CC=CC=C1)C1=NN(C(=C1C1=CC=CC=C1)C1=CC=CC=C1)CCCCCCS(=O)(=O)CC(=O)O ([[6-(3,4,5-triphenyl-lH-pyrazol-1-yl) hexyl]sulfonyl]acetic acid). Starting materials: BrB(Br)Br, CCN1C(=O)CC(C)(C)c2cc(C)c(-c3cc(C=O)ccc3OC)cc21, ClCCl. Product: CCN1C(=O)CC(C)(C)c2cc(C)c(-c3cc(C=O)ccc3O)cc21. As a reaction SMILES: [B:27]([Br:28])([Br:29])[Br:30].[CH2:1]([CH3:2])[N:3]1[C:4](=[O:26])[CH2:5][C:6]([CH3:24])([CH3:25])[c:7]2[cH:8][c:9]([CH3:23])[c:10](-[c:13]3[cH:14][c:15]([CH:16]=[O:17])[cH:18][cH:19][c:20]3[O:21][CH3:22])[cH:11][c:12]21.[Cl:31][CH2:32][Cl:33]>>[CH2:1]([CH3:2])[N:3]1[C:4](=[O:26])[CH2:5][C:6]([CH3:24])([CH3:25])[c:7]2[cH:8][c:9]([CH3:23])[c:10](-[c:13]3[cH:14][c:15]([CH:16]=[O:17])[cH:18][cH:19][c:20]3[OH:21])[cH:11][c:12]21. Reactants: [N+](=O)([O-])C=1C=C(C(=CC1)OC)C=1OC2=C(N1)C=C(C=C2)Br (2-(3-nitro-6-methoxyphenyl)-5-bromobenzoxazole), C1OC=2C=C(C=CC2O1)B(O)O (3,4-methylenedioxyphenylboronic acid). Procedure details: Prepared by the method of Example 15d), from 2-(3-nitro-6-methoxyphenyl)-5-bromobenzoxazole (400 mg, 1.14 mmol) and 3,4-methylenedioxyphenylboronic acid (285 mg, 1.71 mmol) the subtitle compound was obtained (270 mg, 48%). The product was used directly in the next step without purification. RXN SMILES: [N+:1]([C:4]1[CH:5]=[C:6]([C:12]2[O:13][C:14]3[CH:20]=[CH:19][C:18](Br)=[CH:17][C:15]=3[N:16]=2)[C:7]([O:10][CH3:11])=[CH:8][CH:9]=1)([O-:3])=[O:2].[CH2:22]1[O:30][C:29]2[CH:28]=[CH:27][C:26](B(O)O)=[CH:25][C:24]=2[O:23]1>>[N+:1]([C:4]1[CH:5]=[C:6]([C:12]2[O:13][C:14]3[CH:20]=[CH:19][C:18]([C:27]4[CH:26]=[CH:25][C:24]5[O:23][CH2:22][O:30][C:29]=5[CH:28]=4)=[CH:17][C:15]=3[N:16]=2)[C:7]([O:10][CH3:11])=[CH:8][CH:9]=1)([O-:3])=[O:2]. The product is [N+](=O)([O-])C=1C=C(C(=CC1)OC)C=1OC2=C(N1)C=C(C=C2)C2=CC1=C(C=C2)OCO1 (2-(3-Nitro-6-methoxyphenyl)-5-(3,4-methylenedioxyphenyl)benzoxazole).